Dataset: the Open Reaction Database (ORD), a public repository of structured organic reaction records. Task: describe an organic reaction: reactants, conditions, products, and yield The reactants are FC1=C(C=CC(=C1)B1OC(C(O1)(C)C)(C)C)C=1N=CC(=NC1)N (5-(2-fluoro-4-(4,4,5,5-tetramethyl-1,3,2-dioxaborolan-2-yl)phenyl)pyrazin-2-amine), BrC1=C(C=CC=C1)F (2-bromofluorobenzene). Product: FC1=C(C=CC=C1)C1=CC(=C(C=C1)C=1N=CC(=NC1)N)F (5-(2′,3-Difluorobiphenyl-4-yl)pyrazin-2-amine). As a reaction SMILES: [F:1][C:2]1[CH:7]=[C:6](B2OC(C)(C)C(C)(C)O2)[CH:5]=[CH:4][C:3]=1[C:17]1[N:18]=[CH:19][C:20]([NH2:23])=[N:21][CH:22]=1.Br[C:25]1[CH:30]=[CH:29][CH:28]=[CH:27][C:26]=1[F:31]>>[F:31][C:26]1[CH:27]=[CH:28][CH:29]=[CH:30][C:25]=1[C:6]1[CH:5]=[CH:4][C:3]([C:17]2[N:18]=[CH:19][C:20]([NH2:23])=[N:21][CH:22]=2)=[C:2]([F:1])[CH:7]=1. Reported procedure: The title compound was prepared using analogous conditions to those described in Example 1 utilizing 5-(2-fluoro-4-(4,4,5,5-tetramethyl-1,3,2-dioxaborolan-2-yl)phenyl)pyrazin-2-amine and 2-bromofluorobenzene. MS (ESI): mass calcd. for C16H11F2N3, 283.09; m/z found, 284.1 [M+H]+. 1H NMR (600 MHz, CDCl3) δ 8.63-8.54 (m, 1H), 8.13 (d, J=1.4, 1H), 8.00 (m, 1H), 7.52-7.31 (m, 4H), 7.24-7.12 (m, 2H), 4.72 (s, 2H). Reactants: FC1([C@](N=C(OC1)N)(C=1C=NN(C1)C1=CC(=CC=C1)C#C[Si](C)(C)C)C)F ((R)-5,5-difluoro-4-methyl-4-(1-(3-((trimethylsilyl)ethynyl)phenyl)-1H-pyrazol-4-yl)-5,6-dihydro-4H-1,3-oxazin-2-amine), C[O-].[Na+] (sodium methoxide), C(=O)=O (dry ice). Solvent: O (water), ClCCl (dichloromethane), CO (methanol). Yields the product C(#C)C=1C=C(C=CC1)N1N=CC(=C1)[C@]1(N=C(OCC1(F)F)N)C ((R)-4-[1-(3-ethynyl-phenyl)-1H-pyrazol-4-yl]-5,5-difluoro-4-methyl-5,6-dihydro-4H-[1,3]oxazin-2-ylamine). Isolated yield 51.8%. RXN SMILES: [F:1][C:2]1([F:27])[CH2:7][O:6][C:5]([NH2:8])=[N:4][C@:3]1([CH3:26])[C:9]1[CH:10]=[N:11][N:12]([C:14]2[CH:19]=[CH:18][CH:17]=[C:16]([C:20]#[C:21][Si](C)(C)C)[CH:15]=2)[CH:13]=1.C[O-].[Na+].C(=O)=O>CO.O.ClCCl>[C:20]([C:16]1[CH:15]=[C:14]([N:12]2[CH:13]=[C:9]([C@:3]3([CH3:26])[C:2]([F:1])([F:27])[CH2:7][O:6][C:5]([NH2:8])=[N:4]3)[CH:10]=[N:11]2)[CH:19]=[CH:18][CH:17]=1)#[CH:21] |f:1.2|. Procedure details: A solution of (R)-5,5-difluoro-4-methyl-4-(1-(3-((trimethylsilyl)ethynyl)phenyl)-1H-pyrazol-4-yl)-5,6-dihydro-4H-1,3-oxazin-2-amine (68.6 mg, 177 μmol) in methanol (2 ml) was treated at room temperature with sodium methoxide (5.4M in methanol; 1 μl, 5.4 μmol). After 90 minutes a small quantity of dry ice was added to neutralize the reaction mixture. After evaporation at reduced pressure the residue thus obtained was dissolved in a mixture of water and dichloromethane. The aqueous layer was extra...